The task is: describe an organic reaction: reactants, conditions, products, and yield. This data is from the Open Reaction Database (ORD), a public repository of structured organic reaction records. Starting materials: O=C(O)c1cccc(C(F)(F)F)c1, C=[N+]=[N-]. Product: COC(=O)c1cccc(C(F)(F)F)c1. Reaction SMILES: [F:4][C:5]([c:6]1[cH:7][c:8]([C:9](=[O:10])[OH:11])[cH:12][cH:13][cH:14]1)([F:15])[F:16].[N+:1](=[N-:2])=[CH2:3]>>[CH3:3][O:11][C:9]([c:8]1[cH:7][c:6]([C:5]([F:4])([F:15])[F:16])[cH:14][cH:13][cH:12]1)=[O:10]. Reactants: C1(CC1)C=1C=CC(=NC1OCC1CC1)C(=O)O (5-cyclopropyl-6-cyclopropylmethyloxy-pyridine-2-carboxylic acid), Cl.CC(C)(C)OC([C@@H](N)CC(C)C)=O (L-leucine 1,1-dimethylethyl ester hydrochloride). Yields the product C(C)(C)(C)OC([C@H](CC(C)C)NC(=O)C1=NC(=C(C=C1)C1CC1)OCC1CC1)=O ((S)-2-[(5-Cyclopropyl-6-cyclopropylmethoxy-pyridine-2-carbonyl)-amino]-4-methyl-pentanoic acid tert-butyl ester). Reaction SMILES: [CH:1]1([C:4]2[CH:5]=[CH:6][C:7]([C:15]([OH:17])=O)=[N:8][C:9]=2[O:10][CH2:11][CH:12]2[CH2:14][CH2:13]2)[CH2:3][CH2:2]1.Cl.[CH3:19][C:20]([O:23][C:24](=[O:31])[C@H:25]([CH2:27][CH:28]([CH3:30])[CH3:29])[NH2:26])([CH3:22])[CH3:21]>>[C:20]([O:23][C:24](=[O:31])[C@@H:25]([NH:26][C:15]([C:7]1[CH:6]=[CH:5][C:4]([CH:1]2[CH2:2][CH2:3]2)=[C:9]([O:10][CH2:11][CH:12]2[CH2:13][CH2:14]2)[N:8]=1)=[O:17])[CH2:27][CH:28]([CH3:29])[CH3:30])([CH3:21])([CH3:19])[CH3:22] |f:1.2|. Procedure: The title compound was synthesized in analogy to Example 1, using 5-cyclopropyl-6-cyclopropylmethyloxy-pyridine-2-carboxylic acid (Example 42a) and L-leucine 1,1-dimethylethyl ester hydrochloride (1:1) (CAN 2748-02-9) as starting materials; LC-MS (UV peak area/ESI) 98.7%, 403.2599 (M+H)+.